This data is from the Open Reaction Database (ORD), a public repository of structured organic reaction records. The task is: describe an organic reaction: reactants, conditions, products, and yield Starting materials: B, CCN(C(C)=O)C1CCS(=O)(=O)c2sc(S(N)(=O)=O)cc21, C1CCOC1, CSC. Yields the product CCN(CC)C1CCS(=O)(=O)c2sc(S(N)(=O)=O)cc21. RXN SMILES: [BH3:25].[CH2:1]([CH3:2])[N:3]([C:4]([CH3:5])=[O:6])[CH:7]1[c:8]2[c:9]([s:15][c:16]([S:18](=[O:19])(=[O:20])[NH2:21])[cH:17]2)[S:10](=[O:13])(=[O:14])[CH2:11][CH2:12]1.[CH2:26]1[O:27][CH2:28][CH2:29][CH2:30]1.[CH3:22][S:23][CH3:24]>>[CH2:1]([CH3:2])[N:3]([CH2:4][CH3:5])[CH:7]1[c:8]2[c:9]([s:15][c:16]([S:18](=[O:19])(=[O:20])[NH2:21])[cH:17]2)[S:10](=[O:13])(=[O:14])[CH2:11][CH2:12]1. Reactants: C(C)(C)(C)OC(=O)N1CC2C(CC1)C1=C(O2)C=C(C=C1)S(=O)(=O)C1=CC(=CC=C1)O (7-(3-Hydroxy-benzenesulfonyl)-3,4,4a,9a-tetrahydro-1H-benzo[4,5]furo[2,3-c]pyridine-2-carboxylic acid tert-butyl ester), C(C)(C)(C)OC(=O)N1CC2C(CC1)C1=C(O2)C=C(C=C1)S(=O)(=O)C1=CC(=CC(=C1)OC(C)C)OCC1=CC=CC=C1 (7-(3-benzyloxy-5-isopropoxy-benzenesulfonyl)-3,4,4a,9a-tetrahydro-1H-benzo[4,5]furo[2,3-c]pyridine-2-carboxylic acid tert-butyl ester). The product is C(C)(C)(C)OC(=O)N1CC2C(CC1)C1=C(O2)C=C(C=C1)S(=O)(=O)C1=CC(=CC(=C1)OC(C)C)O (7-(3-Hydroxy-5-isopropoxy-benzenesulfonyl)-3,4,4a,9a-tetrahydro-1H-benzo[4,5]furo[2,3-c]pyridine-2-carboxylic acid tert-butyl ester). As a reaction SMILES: C(OC(N1CCC2C3C=CC(S(C4C=CC=C(O)C=4)(=O)=O)=CC=3OC2C1)=O)(C)(C)C.[C:31]([O:35][C:36]([N:38]1[CH2:43][CH2:42][CH:41]2[C:44]3[CH:50]=[CH:49][C:48]([S:51]([C:54]4[CH:59]=[C:58]([O:60][CH:61]([CH3:63])[CH3:62])[CH:57]=[C:56]([O:64]CC5C=CC=CC=5)[CH:55]=4)(=[O:53])=[O:52])=[CH:47][C:45]=3[O:46][CH:40]2[CH2:39]1)=[O:37])([CH3:34])([CH3:33])[CH3:32]>>[C:31]([O:35][C:36]([N:38]1[CH2:43][CH2:42][CH:41]2[C:44]3[CH:50]=[CH:49][C:48]([S:51]([C:54]4[CH:59]=[C:58]([O:60][CH:61]([CH3:62])[CH3:63])[CH:57]=[C:56]([OH:64])[CH:55]=4)(=[O:53])=[O:52])=[CH:47][C:45]=3[O:46][CH:40]2[CH2:39]1)=[O:37])([CH3:34])([CH3:33])[CH3:32]. Procedure: Synthesized as described for 7-(3-Hydroxy-benzenesulfonyl)-3,4,4a,9a-tetrahydro-1H-benzo[4,5]furo[2,3-c]pyridine-2-carboxylic acid tert-butyl ester D01 starting from 7-(3-benzyloxy-5-isopropoxy-benzenesulfonyl)-3,4,4a,9a-tetrahydro-1H-benzo[4,5]furo[2,3-c]pyridine-2-carboxylic acid tert-butyl ester. Starting materials: aqueous solution, Cl (hydrochloric acid), ClC1=CC2=C(C=C(CO2)S(=O)(=O)N2CC(N(CC2)NC2CCN(CC2)C2=CC=NC=C2)=O)C=C1 (4-(7-chloro-2H-benzopyran-3-sulfonyl)-1-[1-(4-pyridyl)-4-piperidinylamino]-2-piperazinone), C(C)(=O)OC(C)=O (acetic anhydride), [OH-].[Na+] (sodium hydroxide). Run in C(C)(=O)OCC (ethyl acetate), C(C)(=O)OCC (ethyl acetate). Yields the product Cl.ClC1=CC2=C(C=C(CO2)S(=O)(=O)N2CC(N(CC2)N(C(C)=O)C2CCN(CC2)C2=CC=NC=C2)=O)C=C1 (N-(4-(7-Chloro-2H-benzopyran-3-sulfonyl)-2-oxo-1-piperazinyl)-N-[1-(4-pyridyl)-4-piperidinyl]acetamide Hydrochloride). Reaction SMILES: [Cl:1][C:2]1[CH:34]=[CH:33][C:5]2[CH:6]=[C:7]([S:10]([N:13]3[CH2:18][CH2:17][N:16]([NH:19][CH:20]4[CH2:25][CH2:24][N:23]([C:26]5[CH:31]=[CH:30][N:29]=[CH:28][CH:27]=5)[CH2:22][CH2:21]4)[C:15](=[O:32])[CH2:14]3)(=[O:12])=[O:11])[CH2:8][O:9][C:4]=2[CH:3]=1.[OH-].[Na+].Cl.[C:38](OC(=O)C)(=[O:40])[CH3:39]>C(OCC)(=O)C>[ClH:1].[Cl:1][C:2]1[CH:34]=[CH:33][C:5]2[CH:6]=[C:7]([S:10]([N:13]3[CH2:18][CH2:17][N:16]([N:19]([CH:20]4[CH2:25][CH2:24][N:23]([C:26]5[CH:31]=[CH:30][N:29]=[CH:28][CH:27]=5)[CH2:22][CH2:21]4)[C:38](=[O:40])[CH3:39])[C:15](=[O:32])[CH2:14]3)(=[O:11])=[O:12])[CH2:8][O:9][C:4]=2[CH:3]=1 |f:1.2,6.7|. Procedure: A solution of 4-(7-chloro-2H-benzopyran-3-sulfonyl)-1-[1-(4-pyridyl)-4-piperidinylamino]-2-piperazinone (95 mg) in acetic anhydride (4 ml) was stirred at 80° C. for 10 hours. The reaction mixture was concentrated and the residue obtained was combined with a 1N aqueous solution of sodium hydroxide and extracted with dichloromethane. The organic phase was washed with aqueous sodium bicarbonate and brine, dried and concentrated to obtain N-[(7-chloro-2H-benzopyran-3-sulfonyl)-2-oxo-1-piperazinyl]-N... Reactants: FC1=C(C(=O)N=C=O)C(=CC=C1)F (2,6-difluorobenzoyl isocyanate), ClC1=C(N)C=C(C=C1C(F)(F)F)C(F)(F)F (2-chloro-3,5-bis(trifluoromethyl)aniline). Solvent: ClCCCl (1,2-dichloroethane). The product is C(C1=CC=CC=C1)(=O)N (benzamide), ClC1=C(C=C(C=C1C(F)(F)F)C(F)(F)F)NC(=O)NC(C1=C(C=CC=C1F)F)=O (1-[2-chloro-3,5-bis(trifluoromethyl)phenyl]-3-(2,6-difluorobenzovl)urea). RXN SMILES: [F:1][C:2]1[CH:12]=[CH:11][CH:10]=[C:9]([F:13])[C:3]=1[C:4]([N:6]=[C:7]=[O:8])=[O:5].[Cl:14][C:15]1[C:21]([C:22]([F:25])([F:24])[F:23])=[CH:20][C:19]([C:26]([F:29])([F:28])[F:27])=[CH:18][C:16]=1[NH2:17]>ClCCCl>[C:4]([NH2:6])(=[O:5])[C:3]1[CH:9]=[CH:10][CH:11]=[CH:12][CH:2]=1.[Cl:14][C:15]1[C:21]([C:22]([F:24])([F:25])[F:23])=[CH:20][C:19]([C:26]([F:27])([F:28])[F:29])=[CH:18][C:16]=1[NH:17][C:7]([NH:6][C:4](=[O:5])[C:3]1[C:2]([F:1])=[CH:12][CH:11]=[CH:10][C:9]=1[F:13])=[O:8]. Reported procedure: In order to synthesize the isocyanate, 1.57 g (10 mmol) of 2,6-difluorobenzamide and 15 ml of dry 1,2-dichloroethane were introduced into a 100 ml flask and then 0.92 g (10.5 mmol) of oxalyl chloride was slowly added thereto at normal temperature by means of a syringe, during which an exothermic reaction occurred that generated hydrochloride gas. The resulting reaction mixture was refluxed for 5 hours and cooled to normal temperature. The reaction solvent and the excess oxalyl chloride were remo... The reactants are CN1CCNCCC1 (N-methylhomopiperazine), ClCC1=NC2=C(N1CCOCC)C=CC=C2 (2-chloromethyl-1-(2-ethoxyethyl)benzimidazole). The product is C(C)OCCN1C(=NC2=C1C=CC=C2)CN2CCN(CCC2)C (1-(2-ethoxyethyl)-2-(4-methyl-1-homopiperazinyl)methylbenzimidazole). Yield: 69.7%. RXN SMILES: [CH3:1][N:2]1[CH2:8][CH2:7][CH2:6][NH:5][CH2:4][CH2:3]1.Cl[CH2:10][C:11]1[N:15]([CH2:16][CH2:17][O:18][CH2:19][CH3:20])[C:14]2[CH:21]=[CH:22][CH:23]=[CH:24][C:13]=2[N:12]=1>>[CH2:19]([O:18][CH2:17][CH2:16][N:15]1[C:14]2[CH:21]=[CH:22][CH:23]=[CH:24][C:13]=2[N:12]=[C:11]1[CH2:10][N:5]1[CH2:6][CH2:7][CH2:8][N:2]([CH3:1])[CH2:3][CH2:4]1)[CH3:20]. Reported procedure: In the same manner as described in Example 3, N-methylhomopiperazine (2.6 g) and 2-chloromethyl-1-(2-ethoxyethyl)benzimidazole (2.38 g) obtained in the same manner as described in Reference Example 3 are reacted to give 1-(2-ethoxyethyl)-2-(4-methyl-1-homopiperazinyl)methylbenzimidazole (2.2 g) as a pale yellow liquid. This liquid is treated with fumaric acid (1.63 g), and the crude crystal thus obtained is recrystallized from a mixed solvent of ethyl acetate-ethanol to give 1-(2-ethoxyethyl)-2-...